From a dataset of the Open Reaction Database (ORD), a public repository of structured organic reaction records. describe an organic reaction: reactants, conditions, products, and yield Starting materials: CCO, O=C(c1ccc([N+](=O)[O-])cc1)N1CCc2cccn2-c2ccccc21, NN. Product: Nc1ccc(C(=O)N2CCc3cccn3-c3ccccc32)cc1. RXN SMILES: [CH2:28]([OH:29])[CH3:30].[N+:1]([O-:2])(=[O:3])[c:4]1[cH:5][cH:6][c:7]([C:8](=[O:9])[N:10]2[CH2:11][CH2:12][c:13]3[n:14]([cH:21][cH:22][cH:23]3)-[c:15]3[c:16]2[cH:17][cH:18][cH:19][cH:20]3)[cH:24][cH:25]1.[NH2:26][NH2:27]>>[NH2:1][c:4]1[cH:5][cH:6][c:7]([C:8](=[O:9])[N:10]2[CH2:11][CH2:12][c:13]3[n:14]([cH:21][cH:22][cH:23]3)-[c:15]3[c:16]2[cH:17][cH:18][cH:19][cH:20]3)[cH:24][cH:25]1. The reactants are 4-methyl-3-(3-oxobutyl)-maleic acid anhydride, C(C1=CC=CC=C1)(=O)[O-].[NH2+]1CCCCC1 (piperidinium benzoate), C1=CC=CC=C1 (benzene), O (water). The product is CC1C(OC2=C1C=CC(=C2)N2CCCCC2)=O (3-methyl-6-(piperidin-1-yl)-benzofuran-2(3H)-one). As a reaction SMILES: [C:1]([O-:9])(=[O:8])[C:2]1C=CC=C[CH:3]=1.[NH2+:10]1[CH2:15][CH2:14][CH2:13][CH2:12][CH2:11]1.O.[CH:17]1[CH:22]=[CH:21][CH:20]=[CH:19][CH:18]=1>>[CH3:3][CH:2]1[C:18]2[CH:19]=[CH:20][C:21]([N:10]3[CH2:15][CH2:14][CH2:13][CH2:12][CH2:11]3)=[CH:22][C:17]=2[O:9][C:1]1=[O:8] |f:0.1|. Procedure details: A mixture of 9.1 g (0.05 mole) of 4-methyl-3-(3-oxobutyl)-maleic acid anhydride and 11 g (0.053 mole) of piperidinium benzoate in 200 ml of benzene is heated under reflux for 48 hours using a water separator. The benzene is removed in vacuo and the residue that remains is partitioned between methylene chloride and saturated sodium bicarbonate solution. The crude product remaining after drying and after removal of the methylene chloride is chromatographed over silica gel with petroleum ether/ethe... The reactants are ClC=1C=CC(=NC1)NC(C1=C(C=CC=C1)NC(C1=C(C=C(C=C1)C1(OCCO1)C)OCOC)=O)=O (N-(5-chloropyridin-2-yl)-2-[2-(methoxymethoxy)-4-(2-methyl-1,3-dioxolan-2-yl)benzoylamino]benzamide), Cl (HCl). The solvent is C1CCOC1 (THF). Conditions: time 6 hour. The product is C(C)(=O)C1=CC(=C(C(=O)NC2=C(C(=O)NC3=NC=C(C=C3)Cl)C=CC=C2)C=C1)OCOC (2-[4-Acetyl-2-(methoxymethoxy)benzoylamino]-N-(5-chloropyridin-2-yl)-benzamide). Isolated yield 95.9%. RXN SMILES: [Cl:1][C:2]1[CH:3]=[CH:4][C:5]([NH:8][C:9](=[O:35])[C:10]2[CH:15]=[CH:14][CH:13]=[CH:12][C:11]=2[NH:16][C:17](=[O:34])[C:18]2[CH:23]=[CH:22][C:21]([C:24]3([CH3:29])OCC[O:25]3)=[CH:20][C:19]=2[O:30][CH2:31][O:32][CH3:33])=[N:6][CH:7]=1.Cl>C1COCC1>[C:24]([C:21]1[CH:22]=[CH:23][C:18]([C:17]([NH:16][C:11]2[CH:12]=[CH:13][CH:14]=[CH:15][C:10]=2[C:9]([NH:8][C:5]2[CH:4]=[CH:3][C:2]([Cl:1])=[CH:7][N:6]=2)=[O:35])=[O:34])=[C:19]([O:30][CH2:31][O:32][CH3:33])[CH:20]=1)(=[O:25])[CH3:29]. Procedure details: To a solution of N-(5-chloropyridin-2-yl)-2-[2-(methoxymethoxy)-4-(2-methyl-1,3-dioxolan-2-yl)benzoylamino]benzamide (4.37 g, 8.78 mmol) in THF (150 mL) at 0° C. was added 5 N HCl (28 mL, 140 mmol). The resulting solution was stirred at room temperature for 6 h. The solution was concentrated to the half of its original volume, diluted with H2O (300 mL) and basified with 2 N NaOH (˜pH 9). The solid obtained was filtered, washed with H2O (3×50 mL), and dried to give the expected product (3.82 g, 9... The reactants are O.NN (hydrazine hydrate), ClC=1C(=NC(=C(C1)C(F)(F)F)F)F (3-chloro-2,6-difluoro-5-trifluoromethylpyridine), O (water). The solvent is C(CC)O (propanol). Run at time 2 hour. Yields the product ClC=1C(=NC(=C(C1)C(F)(F)F)F)NN (3-Chloro-6-fluoro-2-hydrazino-5-trifluoromethylpyridine). RXN SMILES: O.[NH2:2][NH2:3].[Cl:4][C:5]1[C:6](F)=[N:7][C:8]([F:15])=[C:9]([C:11]([F:14])([F:13])[F:12])[CH:10]=1.O>C(O)CC>[Cl:4][C:5]1[C:6]([NH:2][NH2:3])=[N:7][C:8]([F:15])=[C:9]([C:11]([F:14])([F:13])[F:12])[CH:10]=1 |f:0.1|. Reported procedure: 10.5 g (0.21 mol) of hydrazine hydrate were added to a stirred mixture of 21.8 g (0.1 mol) of 3-chloro-2,6-difluoro-5-trifluoromethylpyridine in 100 ml of propanol at 50° C. in the course of 15 minutes, and stirring was continued for 2 hours at the same temperature. After cooling, the batch was poured into 1.5 l of water and the precipitate which had separated out was filtered off with suction. It was taken up in ethyl acetate for purification and extracted using water. After drying and concentr... The reactants are CC(=O)Oc1c(C)c(C)c2c(c1C)CCC(C)(CC(=O)O)O2, O=C(Cl)C(=O)Cl, c1ccccc1. The product is CC(=O)Oc1c(C)c(C)c2c(c1C)CCC(C)(CC(=O)Cl)O2. Reaction SMILES: [C:1]([CH3:2])(=[O:3])[O:4][c:5]1[c:6]([CH3:22])[c:7]2[c:12]([c:13]([CH3:16])[c:14]1[CH3:15])[O:11][C:10]([CH3:17])([CH2:18][C:19](=[O:20])[OH:21])[CH2:9][CH2:8]2.[Cl:23][C:24]([C:25]([Cl:26])=[O:27])=[O:28].[cH:29]1[cH:30][cH:31][cH:32][cH:33][cH:34]1>>[C:1]([CH3:2])(=[O:3])[O:4][c:5]1[c:6]([CH3:22])[c:7]2[c:12]([c:13]([CH3:16])[c:14]1[CH3:15])[O:11][C:10]([CH3:17])([CH2:18][C:19](=[O:20])[Cl:23])[CH2:9][CH2:8]2. Reported procedure: Bis(p-aminocyclohexyl)methane phthalamide was prepared by the aqueous reaction of bis(p-aminocyclohexyl)methane with phthalimide, according to a procedure similar to that published by Spring and Woods noted hereinabove. Thus, an emulsion of the amine in water was made using vigorous stirring. Phthalimide (1.0 mole per 2.4 moles of amine) was finely grounded and added to the emulsion at room temperature within a 10-minute period. The mixture was stirred for an additional 40 minutes and poured int... Run at time 40 minute. RXN SMILES: [NH2:1][CH:2]1[CH2:7][CH2:6][CH:5]([CH2:8][CH:9]2[CH2:14][CH2:13][CH:12]([NH2:15])[CH2:11][CH2:10]2)[CH2:4][CH2:3]1.[C:16]1(=[O:26])[NH:20][C:19](=[O:21])[C:18]2=[CH:22][CH:23]=[CH:24][CH:25]=[C:17]12>O>[C:16]([NH2:20])(=[O:26])[C:17]1[C:18](=[CH:22][CH:23]=[CH:24][CH:25]=1)[C:19]([NH2:1])=[O:21].[NH2:1][CH:2]1[CH2:3][CH2:4][CH:5]([CH2:8][CH:9]2[CH2:14][CH2:13][CH:12]([NH2:15])[CH2:11][CH2:10]2)[CH2:6][CH2:7]1 |f:3.4|. Product: C(C=1C(C(=O)N)=CC=CC1)(=O)N.NC1CCC(CC1)CC1CCC(CC1)N (Bis(p-aminocyclohexyl)methane phthalamide). Starting materials: C1(C=2C(C(N1)=O)=CC=CC2)=O (Phthalimide), NC1CCC(CC1)CC1CCC(CC1)N (bis(p-aminocyclohexyl)methane), C1(C=2C(C(N1)=O)=CC=CC2)=O (phthalimide), amine. Run in O (water). Yield: 28.0%. The reactants are COC(C1=C(C(=CC(=C1)Cl)C)OC1CCC1)=O (5-chloro-2-cyclobutoxy-3-methyl-benzoic acid methyl ester), [Li+].[OH-] (LiOH), O1CCOCC1 (1,4-dioxane), CO (MeOH). Solvent: CO.C(Cl)Cl (MeOH DCM), O (water). Run at time 39 hour. Yields the product ClC=1C=C(C(=C(C(=O)O)C1)OC1CCC1)C (5-Chloro-2-cyclobutoxy-3-methyl-benzoic acid). The yield is 98.7%. Reaction SMILES: C[O:2][C:3](=[O:17])[C:4]1[CH:9]=[C:8]([Cl:10])[CH:7]=[C:6]([CH3:11])[C:5]=1[O:12][CH:13]1[CH2:16][CH2:15][CH2:14]1.O1CCOCC1.CO.[Li+].[OH-]>CO.C(Cl)Cl.O>[Cl:10][C:8]1[CH:7]=[C:6]([CH3:11])[C:5]([O:12][CH:13]2[CH2:14][CH2:15][CH2:16]2)=[C:4]([CH:9]=1)[C:3]([OH:17])=[O:2] |f:3.4,5.6|. Procedure: A 100 mL flask containing 5-chloro-2-cyclobutoxy-3-methyl-benzoic acid methyl ester (0.57 g, 2.23 mmol) is charged with 1,4-dioxane (4 mL) and MeOH (4 mL). A stirring bar is added and stirring is initiated. After dissolution, water (2 mL) is added followed by the LiOH (237 mg, 5.65 mmol). After 39 h, tlc analysis (silica, 10% MeOH/DCM) indicates that the starting material is completely consumed. The pH of the reaction mixture is carefully adjusted to pH 2 by slowly adding dilute aqueous HCl (3%,... The solvent is CO (methanol). Reported procedure: A solution of (R)-benzyl[1-(dimethylamino)-3-hydroxy-1-oxopropan-2-yl]carbamate (1.30 g) and 10% palladium carbon (130 mg) in methanol (30 mL) was stirred at room temperature for 7 hr under a hydrogen atmosphere. The reaction mixture was filtered, and the filtrate was concentrated under reduced pressure to give the title compound (673 mg). RXN SMILES: C(OC(=O)[NH:10][C@H:11]([CH2:17][OH:18])[C:12]([N:14]([CH3:16])[CH3:15])=[O:13])C1C=CC=CC=1>CO.[C].[Pd]>[CH3:15][N:14]([CH3:16])[C:12](=[O:13])[C@@H:11]([CH2:17][OH:18])[NH2:10] |f:2.3|. Reactants: C(C1=CC=CC=C1)OC(N[C@@H](C(=O)N(C)C)CO)=O ((R)-benzyl[1-(dimethylamino)-3-hydroxy-1-oxopropan-2-yl]carbamate). Reagents/catalysts: [C].[Pd] (palladium carbon). Yields the product CN(C([C@H](N)CO)=O)C (N,N-dimethyl-D-serinamide). The yield is 104.3%. Starting materials: CN1CCOCC1 (NMM), COC([C@@H](N)[C@@H](C)CC)=O (isoleucine methyl ester), C(=O)(O)CN1C(C(N=C(C2=C1C=CC=C2)C2=CC=CC=C2)NC(=O)OCC2=CC=CC=C2)=O (1(Carboxymethyl)-1,3-Dihydro-5-phenyl-3(R,S)-[(benzyloxycarbonyl)-amino]2H-1,4-benzodiazepin-2-one), CN1CCOCC1 (NMM), C(C(C)C)OC(=O)Cl (isobutylchloroformate). Run in O1CCCC1 (tetrahydrofuran). Run at time 5 minute. Product: N[C@@H]([C@@H](C)CC)C(=O)N1N=CC=CC=C1 (2-isoleucyl diazepine). Isolated yield 274.6%. Reaction SMILES: C(C[N:5]1[C:11]2[CH:12]=[CH:13][CH:14]=[CH:15]C=2C(C2C=CC=CC=2)=N[CH:7]([NH:22]C(OCC2C=CC=CC=2)=O)[C:6]1=[O:33])(O)=O.C[N:35]1CCOCC1.C(OC(Cl)=O)C(C)C.CO[C:51](=O)[C@H:52]([C@H:54](CC)[CH3:55])N>O1CCCC1>[NH2:22][C@H:7]([C:6]([N:5]1[CH:11]=[CH:12][CH:13]=[CH:14][CH:15]=[N:35]1)=[O:33])[C@H:52]([CH2:54][CH3:55])[CH3:51]. Procedure: To the benzodiazepin-2-one 29 (0.55 g, 1.23 mmol), in tetrahydrofuran (4 mL) at -20° C. under argon, was added NMM (0.14 mL, 1.23 mmol) followed by isobutylchloroformate (9.16 mL, 1.23 mmol). The mixture was stirred for 5 minutes, and then 0.14 mL (1.23 mmol) of NMM was added, followed by isoleucine methyl ester (0.22 g, 1.23 mmol) in tetrahydrafuran. This solution was stirred for 1 hour at -20° C., then 2 hours at room temperature. Tetrahydrafuran was removed in vacuum and the resulting solid w... Starting materials: CN(C)C=O, O=C(O)c1ccc(C2CCCCC2)cc1, CCN(C(C)C)C(C)C, O=C(Cl)c1ccc(C2CCCCC2)cc1, O=C(Cl)C(=O)Cl, ClCCl, C1CCOC1, c1cc2c(s1)CCCCN2. Product: O=C(c1ccc(C2CCCCC2)cc1)N1CCCCc2sccc21. As a reaction SMILES: [CH3:64][N:65]([CH3:66])[CH:67]=[O:68].[CH:1]1([c:7]2[cH:8][cH:9][c:10]([C:11](=[O:12])[OH:13])[cH:14][cH:15]2)[CH2:2][CH2:3][CH2:4][CH2:5][CH2:6]1.[CH:32]([N:33]([CH2:34][CH3:35])[CH:36]([CH3:37])[CH3:38])([CH3:39])[CH3:40].[CH:41]1([c:42]2[cH:43][cH:44][c:45]([C:46]([Cl:47])=[O:48])[cH:49][cH:50]2)[CH2:51][CH2:52][CH2:53][CH2:54][CH2:55]1.[Cl:16][C:17]([C:18]([Cl:19])=[O:20])=[O:21].[Cl:61][CH2:62][Cl:63].[O:56]1[CH2:57][CH2:58][CH2:59][CH2:60]1.[s:22]1[cH:23][cH:24][c:25]2[c:31]1[CH2:30][CH2:29][CH2:28][CH2:27][NH:26]2>>[CH:1]1([c:7]2[cH:8][cH:9][c:10]([C:11](=[O:13])[N:26]3[c:25]4[cH:24][cH:23][s:22][c:31]4[CH2:30][CH2:29][CH2:28][CH2:27]3)[cH:14][cH:15]2)[CH2:2][CH2:3][CH2:4][CH2:5][CH2:6]1.